Dataset: the Open Reaction Database (ORD), a public repository of structured organic reaction records. Task: describe an organic reaction: reactants, conditions, products, and yield The reactants are 1.1, CN(C)C=O (DMF), FC1=CC(=C(C(=O)O)C=C1)O (4-fluoro-2-hydroxybenzoic acid), C(O)([O-])=O.[K+] (potassium hydrogencarbonate), IC (iodomethane). Solvent: O (water). Reaction conditions: time 10 minute. Yields the product FC1=CC(=C(C(=O)OC)C=C1)O (methyl 4-fluoro-2-hydroxybenzoate). Reaction SMILES: [CH3:1]N(C=O)C.[F:6][C:7]1[CH:15]=[CH:14][C:10]([C:11]([OH:13])=[O:12])=[C:9]([OH:16])[CH:8]=1.C(=O)([O-])O.[K+].IC>O>[F:6][C:7]1[CH:15]=[CH:14][C:10]([C:11]([O:13][CH3:1])=[O:12])=[C:9]([OH:16])[CH:8]=1 |f:2.3|. Procedure details: 1.1 50 ml of DMF are added under argon to 6.0 g of 4-fluoro-2-hydroxybenzoic acid and 4.52 g of potassium hydrogencarbonate, and the mixture is stirred for 10 minutes. 3.05 ml of iodomethane are added dropwise, and the mixture is stirred at 40° for 3 hours. The mixture is poured into 150 ml of water and subjected to conventional work-up, giving 6.48 g of methyl 4-fluoro-2-hydroxybenzoate (“1a”). Reaction SMILES: [C:1]([OH:5])(=[O:4])[CH:2]=[CH2:3].C1C=CC=CC=1.S(=O)(=O)(O)[OH:13].[C:17]1([CH:24]=[CH:23][C:21]([OH:22])=[CH:20][CH:19]=1)O>O>[C:1]([OH:5])(=[O:4])[CH:2]=[CH2:3].[C:21]1(=[O:22])[O:13][CH2:20][CH2:19][CH2:17][CH2:24][CH2:23]1 |f:5.6|. Reported procedure: A 2000 ml glass reaction flask was equipped with a stirrer, thermometer and condenser, Dean-Stock trap air inlet and heating mantle and used as the reaction vessel. 300 grams of a trihydroxyfunctional polycaprolactone polyol with an average hydroxyl number of 310 and an average molecular weight of 540 (TONE-0305 obtained from Union Carbide Corporation), 88.4 g. of glacial acrylic acid, 150 ml. of benzene, 5 ml. of concentrated sulfuric acid and 5 g. of hydroquinone were added to the reaction fla... Reaction conditions: temperature 85 celsius. Solvent: O (water). Yield: 60.0%. Yields the product C(C=C)(=O)O.C1(CCCCCO1)=O (Caprolactone acrylate). Reactants: glass, C(C=C)(=O)O (acrylic acid), 310, C1(O)=CC=C(O)C=C1 (hydroquinone), S(O)(O)(=O)=O (sulfuric acid), polycaprolactone polyol, hydroxyl, C1=CC=CC=C1 (benzene). Starting materials: BrC1=C2C=CC(=C(C2=CC=C1)CN1C2=C(N([C@H]([C@@H](C1=O)NC([C@H](C)N(C(OC(C)(C)C)=O)C)=O)C)C(CS(=O)(=O)C)=O)C=CC(=C2)C#N)OC (tert-butyl(S)-1-((2S,3S)-5-((5-bromo-2-methoxynaphthalen-1-yl)methyl)-7-cyano-2-methyl-1-(2-(methylsulfonyl)acetyl)-4-oxo-2,3,4,5-tetrahydro-1H-benzo[b][1,4]diazepin-3-ylamino)-1-oxopropan-2-yl(methyl)carbamate), C(=O)(C(F)(F)F)O (TFA). Run in C(Cl)Cl (CH2Cl2). Reaction conditions: time 2.5 hour. The product is FC(C(=O)O)(F)F.BrC1=C2C=CC(=C(C2=CC=C1)CN1C2=C(N([C@H]([C@@H](C1=O)NC([C@H](C)NC)=O)C)C(CS(=O)(=O)C)=O)C=CC(=C2)C#N)OC ((S)-N-((2S,3S)-5-((5-bromo-2-methoxynaphthalen-1-yl)methyl)-7-cyano-2-methyl-1-(2-(methylsulfonyl)acetyl)-4-oxo-2,3,4,5-tetrahydro-1H-benzo[b][1,4]diazepin-3-yl)-2-(methylamino)propanamide 2,2,2-trifluoroacetate). The yield is 99.0%. RXN SMILES: [Br:1][C:2]1[CH:11]=[CH:10][CH:9]=[C:8]2[C:3]=1[CH:4]=[CH:5][C:6]([O:49][CH3:50])=[C:7]2[CH2:12][N:13]1[C:19](=[O:20])[C@@H:18]([NH:21][C:22](=[O:34])[C@@H:23]([N:25](C)[C:26](=O)OC(C)(C)C)[CH3:24])[C@H:17]([CH3:35])[N:16]([C:36](=[O:42])[CH2:37][S:38]([CH3:41])(=[O:40])=[O:39])[C:15]2[CH:43]=[CH:44][C:45]([C:47]#[N:48])=[CH:46][C:14]1=2.[C:51]([OH:57])([C:53]([F:56])([F:55])[F:54])=[O:52]>C(Cl)Cl>[F:54][C:53]([F:56])([F:55])[C:51]([OH:57])=[O:52].[Br:1][C:2]1[CH:11]=[CH:10][CH:9]=[C:8]2[C:3]=1[CH:4]=[CH:5][C:6]([O:49][CH3:50])=[C:7]2[CH2:12][N:13]1[C:19](=[O:20])[C@@H:18]([NH:21][C:22](=[O:34])[C@@H:23]([NH:25][CH3:26])[CH3:24])[C@H:17]([CH3:35])[N:16]([C:36](=[O:42])[CH2:37][S:38]([CH3:41])(=[O:40])=[O:39])[C:15]2[CH:43]=[CH:44][C:45]([C:47]#[N:48])=[CH:46][C:14]1=2 |f:3.4|. Procedure details: To a rt solution of tert-butyl(S)-1-((2S,3S)-5-((5-bromo-2-methoxynaphthalen-1-yl)methyl)-7-cyano-2-methyl-1-(2-(methylsulfonyl)acetyl)-4-oxo-2,3,4,5-tetrahydro-1H-benzo[b][1,4]diazepin-3-ylamino)-1-oxopropan-2-yl(methyl)carbamate (68 mg, 88.2 μmol) in CH2Cl2 (353 μl) was added TFA (88.2 μl). The reaction was stirred at rt for 2.5 h, then concentrated, taken up in H2O, and lyophilized to provide (S)-N-((2S,3S)-5-((5-bromo-2-methoxynaphthalen-1-yl)methyl)-7-cyano-2-methyl-1-(2-(methylsulfonyl)ace... Starting materials: C(C)OCC (diethyl ether), ClC=1C=CC(=C(C(=O)C2=C(C=CC=C2)F)C1)N1C=NC=C1CNC([C@@H](NC(=O)OCC1=CC=CC=C1)CC(C)C)=O (5-chloro-2'-fluoro-2-[5-[(N-benzyloxycarbonyl-L-leucyl)aminomethyl]-1-imidazolyl]benzophenone), solution, Br (hydrogen bromide). Solvent: C(C)(=O)O (acetic acid). Yields the product Br.Br.ClC=1C=CC(=C(C(=O)C2=C(C=CC=C2)F)C1)N1C(=NC=C1CNC([C@@H](N)CC(C)C)=O)C (5-chloro-2'-fluoro-2-[5-(L-leucylaminomethyl)-2-methyl-1-imidazolyl]benzophenone dihydrobromide). Reaction SMILES: [Cl:1][C:2]1[CH:3]=[CH:4][C:5]([N:17]2[C:21]([CH2:22][NH:23][C:24](=[O:41])[C@H:25]([CH2:37][CH:38]([CH3:40])[CH3:39])[NH:26]C(OCC3C=CC=CC=3)=O)=[CH:20][N:19]=[CH:18]2)=[C:6]([CH:16]=1)[C:7]([C:9]1[CH:14]=[CH:13][CH:12]=[CH:11][C:10]=1[F:15])=[O:8].[BrH:42].[CH2:43](OCC)C>C(O)(=O)C>[BrH:42].[BrH:42].[Cl:1][C:2]1[CH:3]=[CH:4][C:5]([N:17]2[C:21]([CH2:22][NH:23][C:24](=[O:41])[C@H:25]([CH2:37][CH:38]([CH3:39])[CH3:40])[NH2:26])=[CH:20][N:19]=[C:18]2[CH3:43])=[C:6]([CH:16]=1)[C:7]([C:9]1[CH:14]=[CH:13][CH:12]=[CH:11][C:10]=1[F:15])=[O:8] |f:4.5.6|. Procedure details: 0.40 g of 5-chloro-2'-fluoro-2-[5-[(N-benzyloxycarbonyl-L-leucyl)aminomethyl]-1-imidazolyl]benzophenone was treated with a 35% solution of hydrogen bromide in glacial acetic acid for 45 minutes. Dry diethyl ether was then added, an oily solid being obtained. The product was precipitated from methanol/ethyl acetate, dissolved in water and freeze-dried. There was obtained 5-chloro-2'-fluoro-2-[5-(L-leucylaminomethyl)-2-methyl-1-imidazolyl]benzophenone dihydrobromide in a yield of 0.25 g (60%); [α]... The reactants are BrBr (bromine), FC(OC1=CC=C2NCC(NC2=C1)=O)(F)F (7-trifluoromethoxy-3,4-dihydro -1H-quinoxalin-2-one), [S-]C#N.[K+] (potassium thiocyanate). The solvent is C(C)(=O)O (acetic acid), C(C)(=O)O (acetic acid). The product is N=C1SC=2C=3N1CC(NC3C=C(C2)OC(F)(F)F)=O (2-imino-8-trifluoromethoxy -2H,4H-thiazolo[3,4,5-de]quinoxalin-5(6H)-one). The yield is 15.1%. As a reaction SMILES: BrBr.[F:3][C:4]([F:18])([F:17])[O:5][C:6]1[CH:15]=[C:14]2[C:9]([NH:10][CH2:11][C:12](=[O:16])[NH:13]2)=[CH:8][CH:7]=1.[S-:19][C:20]#[N:21].[K+]>C(O)(=O)C>[NH:21]=[C:20]1[N:10]2[CH2:11][C:12](=[O:16])[NH:13][C:14]3[CH:15]=[C:6]([O:5][C:4]([F:3])([F:17])[F:18])[CH:7]=[C:8]([C:9]=32)[S:19]1 |f:2.3|. Procedure details: The procedure is carried out as in Example 23, but starting with 1.1 g of bromine in 3.5 ml of acetic acid, 1.6 g of 7-trifluoromethoxy-3,4-dihydro -1H-quinoxalin-2-one and 1.54 g of potassium thiocyanate in 20 ml of acetic acid. The product obtained (1.8 g) is purified by chromatography on a silica gel column, eluting with a mixture of dichloromethane and methanol (99-1 by volume). 0.3 g of 2-imino-8-trifluoromethoxy -2H,4H-thiazolo[3,4,5-de]quinoxalin-5(6H)-one is thus obtained in the form of ... Starting materials: C(CC#C)C1=CC=C(C=C1)I (1-(but-3-ynyl)-4-iodobenzene), C12C(C3CC(CC(C1)C3)C2)=O (2-admantanone). The solvent is C1CCOC1 (THF), C1CCOC1 (THF). Conditions: time 0.5 hour. Product: IC1=CC=C(C=C1)CCC#CC12C(C3CC(CC(C1)C3)C2)O (1-(4-(4-Iodophenyl)but-1-ynyl)-2-admantanol). Isolated yield 56.5%. As a reaction SMILES: [CH2:1]([C:5]1[CH:10]=[CH:9][C:8]([I:11])=[CH:7][CH:6]=1)[CH2:2][C:3]#[CH:4].[CH:12]12[CH2:21][CH:16]3[CH2:17][CH:18]([CH2:20][CH:14]([CH2:15]3)[C:13]1=[O:22])[CH2:19]2>C1COCC1>[I:11][C:8]1[CH:7]=[CH:6][C:5]([CH2:1][CH2:2][C:3]#[C:4][C:12]23[CH2:21][CH:16]4[CH2:17][CH:18]([CH2:20][CH:14]([CH2:15]4)[CH:13]2[OH:22])[CH2:19]3)=[CH:10][CH:9]=1. Procedure: To a stirred solution of 1-(but-3-ynyl)-4-iodobenzene (0.36 g, 1.48 mmol) in anhydrous THF (0.5 ml) 2.8 M MeMgBr in THF (0.6 ml) was added at 0° C. under N2. After stirring for 0.5 h, the solution of 2-admantanone (0.24 g, 1.6 mmol) was added drop wise. This was stirred for 2 h at room temperature, than quenched with the solution of NH4Cl. The mixture was extracted with Et2O. The organic layer was dried over MgSO4 and filtered. The filtrate was evaporated to dryness and the residue was purified ... Starting materials: CC1C(C2=C(C(=C(C=C2C1C1=CC=CC=C1)OC)Cl)Cl)=O (2-Methyl-3-phenyl-5-methoxy-6,7-dichloro-1-indanone), CI (methyl iodide), C[O-].[Na+] (sodium methoxide). The solvent is CN(C=O)C (dimethylformamide). Yields the product CC1(C(C2=C(C(=C(C=C2C1C1=CC=CC=C1)OC)Cl)Cl)=O)C (2,2-Dimethyl-3-phenyl-5-methoxy-6,7-dichloro-1-indanone). Reaction SMILES: [CH3:1][CH:2]1[CH:10]([C:11]2[CH:16]=[CH:15][CH:14]=[CH:13][CH:12]=2)[C:9]2[C:4](=[C:5]([Cl:20])[C:6]([Cl:19])=[C:7]([O:17][CH3:18])[CH:8]=2)[C:3]1=[O:21].[CH3:22]I.C[O-].[Na+]>CN(C)C=O>[CH3:1][C:2]1([CH3:22])[CH:10]([C:11]2[CH:16]=[CH:15][CH:14]=[CH:13][CH:12]=2)[C:9]2[C:4](=[C:5]([Cl:20])[C:6]([Cl:19])=[C:7]([O:17][CH3:18])[CH:8]=2)[C:3]1=[O:21] |f:2.3|. Procedure: 2-Methyl-3-phenyl-5-methoxy-6,7-dichloro-1-indanone (9.63 g., 0.03 mole) and methyl iodide (18.7 ml., 0.3 mole) dissolved in dimethylformamide (100 ml.) at 25° C. under nitrogen are treated portionwise with sodium methoxide (4.2 g., 0.036 mole) over a 45 minute period. Sodium iodide is filtered off, and the yellow filtrate is added to water (500 ml.) to precipitate 6.57 g. of 2,2-dimethyl-3-phenyl-5-methoxy-6,7-dichloro-1-indanone which melts at 146°-148° C. after crystallization from cyclohexan... Starting materials: CCCCNC1CC(C)(C)N(OC)C(C)(C)C1, CCOCC, O=C(Cl)CCl, ClCCl. Product: CCCCN(C(=O)CCl)C1CC(C)(C)N(OC)C(C)(C)C1. As a reaction SMILES: [CH2:1]([CH2:2][CH2:3][CH3:4])[NH:5][CH:6]1[CH2:7][C:8]([CH3:16])([CH3:17])[N:9]([O:14][CH3:15])[C:10]([CH3:12])([CH3:13])[CH2:11]1.[CH3:26][CH2:27][O:28][CH2:29][CH3:30].[Cl:18][CH2:19][C:20](=[O:21])[Cl:22].[Cl:23][CH2:24][Cl:25]>>[CH2:1]([CH2:2][CH2:3][CH3:4])[N:5]([CH:6]1[CH2:7][C:8]([CH3:16])([CH3:17])[N:9]([O:14][CH3:15])[C:10]([CH3:12])([CH3:13])[CH2:11]1)[C:20]([CH2:19][Cl:18])=[O:21]. The reactants are BrC1=CC2=C(OCC3=C(C2C(=O)O)C=CC=C3)C=C1 (2-bromo-6,11-dihydrodibenz[b,e]oxepin-11-carboxylic acid), C(C)C1=C(N)C(=CC=C1)CC (2,6-diethylaniline). Yields the product BrC1=CC2=C(OCC3=C(C2C(=O)NC2=C(C=CC=C2CC)CC)C=CC=C3)C=C1 (2-Bromo-N-(2,6-diethylphenyl)-6,11-dihydrodibenz[b,e]oxepin-11-carboxamide). Isolated yield 64.0%. Reaction SMILES: [Br:1][C:2]1[CH:19]=[CH:18][C:5]2[O:6][CH2:7][C:8]3[CH:17]=[CH:16][CH:15]=[CH:14][C:9]=3[CH:10]([C:11]([OH:13])=O)[C:4]=2[CH:3]=1.[CH2:20]([C:22]1[CH:28]=[CH:27][CH:26]=[C:25]([CH2:29][CH3:30])[C:23]=1[NH2:24])[CH3:21]>>[Br:1][C:2]1[CH:19]=[CH:18][C:5]2[O:6][CH2:7][C:8]3[CH:17]=[CH:16][CH:15]=[CH:14][C:9]=3[CH:10]([C:11]([NH:24][C:23]3[C:25]([CH2:29][CH3:30])=[CH:26][CH:27]=[CH:28][C:22]=3[CH2:20][CH3:21])=[O:13])[C:4]=2[CH:3]=1. Procedure: The similar procedures as in Example 1 were repeated except using 1.37 g of Compound H obtained in Example 46 in place of Compound A and 0.59 g of 2,6-diethylaniline in place of aniline to obtain 1.14 g of Compound 27. The reactants are COC1=CC=C(CSCC(C(=O)O)C(F)(F)F)C=C1 (3-(4-methoxybenzyl)thio-2-trifluoromethylpropanoic acid), C(C)(C)(C)OC([C@H]1NCCC1)=O (proline tert-butyl ester), C1(CCCCC1)N=C=NC1CCCCC1 (dicyclohexylcarbodiimide). Run in ClCCl (dichloromethane). Product: C(C)(C)(C)OC([C@H]1N(CCC1)C(C(CSCC1=CC=C(C=C1)OC)C(F)(F)F)=O)=O (1-[3-(4-Methoxybenzyl)thio-2-trifluoromethylpropanoyl]-L-proline tert-butyl ester). Reaction SMILES: [CH3:1][O:2][C:3]1[CH:19]=[CH:18][C:6]([CH2:7][S:8][CH2:9][CH:10]([C:14]([F:17])([F:16])[F:15])[C:11]([OH:13])=O)=[CH:5][CH:4]=1.[C:20]([O:24][C:25](=[O:31])[C@@H:26]1[CH2:30][CH2:29][CH2:28][NH:27]1)([CH3:23])([CH3:22])[CH3:21].C1(N=C=NC2CCCCC2)CCCCC1>ClCCl>[C:20]([O:24][C:25](=[O:31])[C@@H:26]1[CH2:30][CH2:29][CH2:28][N:27]1[C:11](=[O:13])[CH:10]([C:14]([F:17])([F:16])[F:15])[CH2:9][S:8][CH2:7][C:6]1[CH:5]=[CH:4][C:3]([O:2][CH3:1])=[CH:19][CH:18]=1)([CH3:23])([CH3:21])[CH3:22]. Procedure details: A solution of 3-(4-methoxybenzyl)thio-2-trifluoromethylpropanoic acid (6.5 g.) and proline tert-butyl ester (3.76 g.) in dichloromethane (500 ml.) is stirred at 0° and treated with dicyclohexylcarbodiimide (4.53 g.) After 30 minutes at 0° and overnight at room temperature, the mixture is filtered and the filtrate is washed neutral. The organic layer is dried and concentrated to dryness in vacuo. The TLC [silica gel methylene chloride/ethyl acetate (95:5)] shows two major spots Rf 0.46 and 0.51 c...